Dataset: the Open Reaction Database (ORD), a public repository of structured organic reaction records. Task: describe an organic reaction: reactants, conditions, products, and yield Starting materials: BrN1C(CCC1=O)=O (N-Bromosuccinimide), ClC=1C=C(C=CC1)NC=1SC=CN1 (N-(3-chlorophenyl)thiazol-2-amine). Solvent: ClCCl (dichloromethane), ClCCl (dichloromethane), O (water). Run at time 0.16 hour. Product: BrC1=CN=C(S1)NC1=CC(=CC=C1)Cl (5-bromo-N-(3-chlorophenyl)thiazol-2-amine). Yield: 20.5%. RXN SMILES: [Br:1]N1C(=O)CCC1=O.[Cl:9][C:10]1[CH:11]=[C:12]([NH:16][C:17]2[S:18][CH:19]=[CH:20][N:21]=2)[CH:13]=[CH:14][CH:15]=1>ClCCl.O>[Br:1][C:19]1[S:18][C:17]([NH:16][C:12]2[CH:13]=[CH:14][CH:15]=[C:10]([Cl:9])[CH:11]=2)=[N:21][CH:20]=1. Reported procedure: N-Bromosuccinimide (7.60 g, 42.7 mmol) was added to a solution of 26B (10 g, 47.5 mmol) in dichloromethane (150 mL), and the mixture was stirred at room temperature for 0.16 h. The reaction mixture was diluted with dichloromethane and water, separated organic layer was dried over sodium sulfate and filtered, and the filtrate was concentrated under reduced pressure. The crude product was purified by flash chromatography using 15% ethyl acetate in hexane to afford the title compound (2.54 g, 18%) ... The reactants are CC1=C(N=C(O1)C1=CC=CC=C1)COC=1C=C(CON)C=CC1 (3-(5-methyl-2-phenyl-4-oxazolylmethoxy)benzyloxyamine), O=C(CCC(=O)OC)C1=CC=CC=C1 (methyl 4-oxo-4-phenylbutyrate), C(C)(=O)O (acetic acid), C(C)(=O)[O-].[Na+] (sodium acetate). Run in O (Water), C(C)(=O)OCC.CCCCCC (ethyl acetate hexane), CO (methanol). Product: CC1=C(N=C(O1)C1=CC=CC=C1)COC=1C=C(CO\N=C(/CCC(=O)OC)\C2=CC=CC=C2)C=CC1 (methyl E-4-[3-(5-methyl-2-phenyl-4-oxazolylmethoxy)benzyloxyimino]-4-phenylbutyrate). Isolated yield 60.9%. As a reaction SMILES: [CH3:1][C:2]1[O:6][C:5]([C:7]2[CH:12]=[CH:11][CH:10]=[CH:9][CH:8]=2)=[N:4][C:3]=1[CH2:13][O:14][C:15]1[CH:16]=[C:17]([CH:21]=[CH:22][CH:23]=1)[CH2:18][O:19][NH2:20].O=[C:25]([C:32]1[CH:37]=[CH:36][CH:35]=[CH:34][CH:33]=1)[CH2:26][CH2:27][C:28]([O:30][CH3:31])=[O:29].C(O)(=O)C.C([O-])(=O)C.[Na+]>C(OCC)(=O)C.CCCCCC.O.CO>[CH3:1][C:2]1[O:6][C:5]([C:7]2[CH:8]=[CH:9][CH:10]=[CH:11][CH:12]=2)=[N:4][C:3]=1[CH2:13][O:14][C:15]1[CH:16]=[C:17]([CH:21]=[CH:22][CH:23]=1)[CH2:18][O:19]/[N:20]=[C:25](/[C:32]1[CH:33]=[CH:34][CH:35]=[CH:36][CH:37]=1)\[CH2:26][CH2:27][C:28]([O:30][CH3:31])=[O:29] |f:3.4,5.6|. Procedure: After a mixture of 3-(5-methyl-2-phenyl-4-oxazolylmethoxy)benzyloxyamine (600 mg), methyl 4-oxo-4-phenylbutyrate (371 mg), acetic acid (0.331 ml), sodium acetate (317 mg) and methanol (20 ml) was heated to reflux for 40 hours, the mixture was cooled to room temperature. Water was added to the reaction mixture and extracted with ethyl acetate. The ethyl acetate layer was washed with an aqueous saturated solution of sodium chloride, dried (MgSO4) and concentrated. The residue was subjected to sili... Starting materials: C1CCNCC1, C#CCN1CCC(OC)C1=O, CC(=O)O, [Cl-], [Na+], C1COCCO1, [OH-]. The product is COC1CCN(CC#CCN2CCCCC2)C1=O. RXN SMILES: [CH2:12]1[CH2:13][CH2:14][NH:15][CH2:16][CH2:17]1.[CH3:1][O:2][CH:3]1[C:4](=[O:11])[N:5]([CH2:8][C:9]#[CH:10])[CH2:6][CH2:7]1.[CH3:21][C:22](=[O:23])[OH:24].[Cl-:18].[Na+:20].[O:25]1[CH2:26][CH2:27][O:28][CH2:29][CH2:30]1.[OH-:19]>>[CH3:1][O:2][CH:3]1[C:4](=[O:11])[N:5]([CH2:8][C:9]#[C:10][CH2:21][N:15]2[CH2:14][CH2:13][CH2:12][CH2:17][CH2:16]2)[CH2:6][CH2:7]1. Reactants: ClC1=CC=C(C=C1)C#CC1=CC=C(CNC2=CC3=C(OC(OC3=O)(C)C)C=C2)C=C1 (6-({4-[(4-chlorophenyl)ethynyl]benzyl}amino)-2,2-dimethyl-4H-1,3-benzodioxin-4-one), C(CCCCCC)C1=CC=C(C(=O)Cl)C=C1 (4-heptylbenzoyl chloride). Yields the product ClC1=CC=C(C=C1)C#CC1=CC=C(CN(C(C2=CC=C(C=C2)CCCCCCC)=O)C2=CC3=C(OC(OC3=O)(C)C)C=C2)C=C1 (N-{4-[(4-chlorophenyl)ethynyl]benzyl}-N-(2,2-dimethyl-4-oxo-4H-1,3-benzodioxin-6-yl)-4-heptylbenzamide). Reaction SMILES: [Cl:1][C:2]1[CH:7]=[CH:6][C:5]([C:8]#[C:9][C:10]2[CH:30]=[CH:29][C:13]([CH2:14][NH:15][C:16]3[CH:28]=[CH:27][C:19]4[O:20][C:21]([CH3:26])([CH3:25])[O:22][C:23](=[O:24])[C:18]=4[CH:17]=3)=[CH:12][CH:11]=2)=[CH:4][CH:3]=1.[CH2:31]([C:38]1[CH:46]=[CH:45][C:41]([C:42](Cl)=[O:43])=[CH:40][CH:39]=1)[CH2:32][CH2:33][CH2:34][CH2:35][CH2:36][CH3:37]>>[Cl:1][C:2]1[CH:3]=[CH:4][C:5]([C:8]#[C:9][C:10]2[CH:30]=[CH:29][C:13]([CH2:14][N:15]([C:16]3[CH:28]=[CH:27][C:19]4[O:20][C:21]([CH3:26])([CH3:25])[O:22][C:23](=[O:24])[C:18]=4[CH:17]=3)[C:42](=[O:43])[C:41]3[CH:45]=[CH:46][C:38]([CH2:31][CH2:32][CH2:33][CH2:34][CH2:35][CH2:36][CH3:37])=[CH:39][CH:40]=3)=[CH:12][CH:11]=2)=[CH:6][CH:7]=1. Procedure: The titled compound was prepared following the procedure E using 6-({4-[(4-chlorophenyl)ethynyl]benzyl}amino)-2,2-dimethyl-4H-1,3-benzodioxin-4-one and 4-heptylbenzoyl chloride as a yellow oil (94%). HPLC, Rt: 6.8 min (Purity: 96.4%). Starting materials: N[C@@H](CC(=O)N1[C@@H](C(NCC1)=O)COC(C)(C)C)CC1=C(C=C(C(=C1)F)F)F ((R)-4-[(R)-3-amino-4-(2,4,5-trifluorophenyl) butanoyl]-3-(t-butoxymethyl)piperazin-2-one), C(C)(=O)O (acetic acid). Solvent: C(C)(=O)OCC (ethyl acetate), C(C)(=O)OCC (ethyl acetate). Run at time 30 minute. The product is C(C)(=O)O.N[C@@H](CC(=O)N1[C@@H](C(NCC1)=O)COC(C)(C)C)CC1=C(C=C(C(=C1)F)F)F ((R)-4-[(R)-3-amino-4-(2,4,5-trifluorophenyl)butanoyl]-3-(t-butoxymethyl)piperazin-2-one acetate). The yield is 86.5%. As a reaction SMILES: [NH2:1][C@H:2]([CH2:19][C:20]1[CH:25]=[C:24]([F:26])[C:23]([F:27])=[CH:22][C:21]=1[F:28])[CH2:3][C:4]([N:6]1[CH2:11][CH2:10][NH:9][C:8](=[O:12])[C@H:7]1[CH2:13][O:14][C:15]([CH3:18])([CH3:17])[CH3:16])=[O:5].[C:29]([OH:32])(=[O:31])[CH3:30]>C(OCC)(=O)C>[C:29]([OH:32])(=[O:31])[CH3:30].[NH2:1][C@H:2]([CH2:19][C:20]1[CH:25]=[C:24]([F:26])[C:23]([F:27])=[CH:22][C:21]=1[F:28])[CH2:3][C:4]([N:6]1[CH2:11][CH2:10][NH:9][C:8](=[O:12])[C@H:7]1[CH2:13][O:14][C:15]([CH3:16])([CH3:17])[CH3:18])=[O:5] |f:3.4|. Reported procedure: 500 mg of the compound obtained in Example 11 was dissolved in 3 mL of ethyl acetate to which a solution of 74.5 mg of acetic acid in 1 mL of ethyl acetate was then slowly added followed by stirring for 30 min. The reaction mixture was concentrated, to which 2 mL of ethyl acetate and 1 mL of 2-propanol were then added followed by stirring. 15 mL of hexane was added thereto, and the resulting mixture was stirred for 10 min and filtered to afford 495 mg of the title compound as a solid. Starting materials: O1N=CC=C1C1=CC=C(CN2N=C3N(N=CC(=C3Cl)C3=CC=C(C=C3)Cl)C2=O)C=C1 (2-(4-(isoxazol-5-yl)benzyl)-8-chloro-7-(4-chlorophenyl)-[1,2,4]triazolo[4,3-b]pyridazin-3(2H)-one), C1(=CC=CC=C1)B(O)O (Phenyl boronic acid), C(=O)([O-])[O-].[Na+].[Na+] (Na2CO3). Reagents/catalysts: C=1C=CC(=CC1)[P](C=2C=CC=CC2)(C=3C=CC=CC3)[Pd]([P](C=4C=CC=CC4)(C=5C=CC=CC5)C=6C=CC=CC6)([P](C=7C=CC=CC7)(C=8C=CC=CC8)C=9C=CC=CC9)[P](C=1C=CC=CC1)(C=1C=CC=CC1)C=1C=CC=CC1 (Pd(PPh3)4). Run in C1(=CC=CC=C1)C (toluene), O (water). Yields the product O1N=CC=C1C1=CC=C(CN2N=C3N(N=CC(=C3C3=CC=CC=C3)C3=CC=C(C=C3)Cl)C2=O)C=C1 (2-(4-(isoxazol-5-yl)benzyl)-7-(4-chlorophenyl)-8-phenyl-[1,2,4]triazolo[4,3-b]pyridazin-3(2H)-one). Isolated yield 14.0%. Reaction SMILES: [O:1]1[C:5]([C:6]2[CH:30]=[CH:29][C:9]([CH2:10][N:11]3[C:27](=[O:28])[N:14]4[N:15]=[CH:16][C:17]([C:20]5[CH:25]=[CH:24][C:23]([Cl:26])=[CH:22][CH:21]=5)=[C:18](Cl)[C:13]4=[N:12]3)=[CH:8][CH:7]=2)=[CH:4][CH:3]=[N:2]1.[C:31]1(B(O)O)[CH:36]=[CH:35][CH:34]=[CH:33][CH:32]=1.C([O-])([O-])=O.[Na+].[Na+]>C1(C)C=CC=CC=1.O.C1C=CC([P]([Pd]([P](C2C=CC=CC=2)(C2C=CC=CC=2)C2C=CC=CC=2)([P](C2C=CC=CC=2)(C2C=CC=CC=2)C2C=CC=CC=2)[P](C2C=CC=CC=2)(C2C=CC=CC=2)C2C=CC=CC=2)(C2C=CC=CC=2)C2C=CC=CC=2)=CC=1>[O:1]1[C:5]([C:6]2[CH:30]=[CH:29][C:9]([CH2:10][N:11]3[C:27](=[O:28])[N:14]4[N:15]=[CH:16][C:17]([C:20]5[CH:21]=[CH:22][C:23]([Cl:26])=[CH:24][CH:25]=5)=[C:18]([C:31]5[CH:36]=[CH:35][CH:34]=[CH:33][CH:32]=5)[C:13]4=[N:12]3)=[CH:8][CH:7]=2)=[CH:4][CH:3]=[N:2]1 |f:2.3.4,^1:57,59,78,97|. Procedure: To a stirred solution of 2-(4-(isoxazol-5-yl)benzyl)-8-chloro-7-(4-chlorophenyl)-[1,2,4]triazolo[4,3-b]pyridazin-3(2H)-one (100 mg, 0.23 mmol), prepared as described in Example 355 in toluene (2 mL) in a round bottomed flask was added Pd(PPh3)4 (16 mg, 0.014 mmol) under bubbling argon. Phenyl boronic acid (36 mg, 0.3 mmol) was added subsequently. Under vigorous stirring, Na2CO3 (97 mg, 0.91 mmol) pre-dissolved in water (0.25 mL) was added to the suspension. Argon was bubbled through this suspens... The reactants are Cl (HCl), C(C)OC(CC1C2=C(B(O1)O)C=C(C=C2F)OC2=NC=CN=C2)=O (ethyl-2-(4-fluoro-1-hydroxy-6-(pyrazin-2-yloxy)-1,3-dihydrobenzo[c][1,2]oxaborol-3-yl)acetate), [OH-].[Li+] (lithium hydroxide). The solvent is C1CCOC1 (THF), O (water). Conditions: time 1.5 hour. Product: FC1=CC(=CC=2B(OC(C21)CC(=O)O)O)OC2=NC=CN=C2 (2-(4-fluoro-1-hydroxy-6-(pyrazin-2-yloxy)-1,3-dihydrobenzo[c][1,2]oxaborol-3-yl)acetic acid). The yield is 13.8%. RXN SMILES: C([O:3][C:4](=[O:24])[CH2:5][CH:6]1[O:10][B:9]([OH:11])[C:8]2[CH:12]=[C:13]([O:17][C:18]3[CH:23]=[N:22][CH:21]=[CH:20][N:19]=3)[CH:14]=[C:15]([F:16])[C:7]1=2)C.[OH-].[Li+].Cl>C1COCC1.O>[F:16][C:15]1[C:7]2[CH:6]([CH2:5][C:4]([OH:24])=[O:3])[O:10][B:9]([OH:11])[C:8]=2[CH:12]=[C:13]([O:17][C:18]2[CH:23]=[N:22][CH:21]=[CH:20][N:19]=2)[CH:14]=1 |f:1.2|. Procedure details: To a solution of ethyl-2-(4-fluoro-1-hydroxy-6-(pyrazin-2-yloxy)-1,3-dihydrobenzo[c][1,2]oxaborol-3-yl)acetate (166 mg, 0.50 mmol) in THF (2 mL) was added dropwise an aqueous solution of lithium hydroxide (102 mg, 2.5 mmol) in water (3 mL) at 0° C. The reaction mixture was stirred at room temperature for 1.5 h and acidified to pH=2 at 0° C. with a diluted HCl solution. The resulting mixture was extracted with ethyl acetate (2×15 mL), the combined organic layers were dried over anhydrous Na2SO4 a... RXN SMILES: [CH3:23][CH2:24][OH:25].[CH3:3][c:4]1[c:5]([NH:12][C:13](=[O:14])[C:15]2([C:18](=[O:19])[O:20][CH2:21][CH3:22])[CH2:16][CH2:17]2)[cH:6][c:7]([Cl:11])[c:8]([Cl:10])[cH:9]1.[K+:2].[OH-:1].[OH2:26]>>[CH3:3][c:4]1[c:5]([NH:12][C:13](=[O:14])[C:15]2([C:18](=[O:19])[OH:20])[CH2:16][CH2:17]2)[cH:6][c:7]([Cl:11])[c:8]([Cl:10])[cH:9]1. The reactants are CCO, CCOC(=O)C1(C(=O)Nc2cc(Cl)c(Cl)cc2C)CC1, [K+], [OH-], O. Yields the product Cc1cc(Cl)c(Cl)cc1NC(=O)C1(C(=O)O)CC1. Reactants: C(#N)C1=CC(=C(C=C1)C1C(=C(N(C=2N1N=C(N2)N2C(C1=CC=CC=C1C2=O)=O)C2=CC(=CC=C2)C(F)(F)F)C)C#N)S(=O)(=O)C ((rac)-7-[4-cyano-2-(methylsulfonyl)phenyl]-2-(1,3-dioxo-1,3-dihydro-2H-isoindol-2-yl)-5-methyl-4-[3-(trifluoromethyl)phenyl]-4,7-dihydro[1,2,4]triazolo[1,5-a]pyrimidine-6-carbonitrile), O.NN (Hydrazine hydrate), Cl (hydrochloric acid). Run in C(C)O (ethanol). Conditions: temperature 85 celsius. Product: NC1=NN2C(N(C(=C(C2C2=C(C=C(C=C2)C#N)S(=O)(=O)C)C#N)C)C2=CC(=CC=C2)C(F)(F)F)=N1 ((rac)-2-Amino-7-[4-cyano-2-(methylsulfonyl)phenyl]-5-methyl-4-[3-(trifluoromethyl)phenyl]-4,7-dihydro[1,2,4]triazolo[1,5-a]pyrimidine-6-carbonitrile). As a reaction SMILES: [C:1]([C:3]1[CH:8]=[CH:7][C:6]([CH:9]2[N:14]3[N:15]=[C:16]([N:18]4C(=O)C5C(=CC=CC=5)C4=O)[N:17]=[C:13]3[N:12]([C:29]3[CH:34]=[CH:33][CH:32]=[C:31]([C:35]([F:38])([F:37])[F:36])[CH:30]=3)[C:11]([CH3:39])=[C:10]2[C:40]#[N:41])=[C:5]([S:42]([CH3:45])(=[O:44])=[O:43])[CH:4]=1)#[N:2].O.NN.Cl>C(O)C>[NH2:18][C:16]1[N:17]=[C:13]2[N:12]([C:29]3[CH:34]=[CH:33][CH:32]=[C:31]([C:35]([F:38])([F:36])[F:37])[CH:30]=3)[C:11]([CH3:39])=[C:10]([C:40]#[N:41])[CH:9]([C:6]3[CH:7]=[CH:8][C:3]([C:1]#[N:2])=[CH:4][C:5]=3[S:42]([CH3:45])(=[O:44])=[O:43])[N:14]2[N:15]=1 |f:1.2|. Procedure: In a pressure-proof glass tube, (rac)-7-[4-cyano-2-(methylsulfonyl)phenyl]-2-(1,3-dioxo-1,3-dihydro-2H-isoindol-2-yl)-5-methyl-4-[3-(trifluoromethyl)phenyl]-4,7-dihydro[1,2,4]triazolo[1,5-a]pyrimidine-6-carbonitrile (10 mg, 16 μmol) was initially charged in abs. ethanol (3 ml). Hydrazine hydrate (1.3 μl, 27 μmol, 1.7 eq.) was added, and the mixture was heated at 85° C. for 1 h. The reaction mixture was concentrated under reduced pressure, the residue was taken up in DMF (1 ml), 1 N hydrochloric ...